The task is: describe an organic reaction: reactants, conditions, products, and yield. This data is from the Open Reaction Database (ORD), a public repository of structured organic reaction records. Reactants: ClC1=CC=C2C=CC(=NC2=C1)C=CC=1C=C(C=CC1)C(C=C)O (1-(3-(2-(7-Chloro-2-quinolinyl)ethenyl)phenyl)-2-propen-1-ol), [Li]OC(=O)C.O.O (LiOAc.2H2O), [Li+].[Cl-] (LiCl), IC1=C(C(=O)OC)C=CC=C1 (methyl 2-iodobenzoate), ice. Reagents/catalysts: [N+](CCCC)(CCCC)(CCCC)CCCC.[Cl-] (n-Bu4NCl), CC(=O)[O-].CC(=O)[O-].[Pd+2] (Pd(OAc)2). Solvent: CN(C)C=O (DMF). Reaction conditions: temperature 90 celsius, time 3 hour. Yields the product ClC1=CC=C2C=CC(=NC2=C1)C=CC=1C=C(C=CC1)C(CCC1=C(C(=O)OC)C=CC=C1)=O (Methyl 2-(3-(3-(2-(7-chloro-2-quinolinyl)ethenyl)phenyl)-3-oxopropyl)benzoate). Reaction SMILES: [Cl:1][C:2]1[CH:11]=[C:10]2[C:5]([CH:6]=[CH:7][C:8]([CH:12]=[CH:13][C:14]3[CH:15]=[C:16]([CH:20]([OH:23])[CH:21]=[CH2:22])[CH:17]=[CH:18][CH:19]=3)=[N:9]2)=[CH:4][CH:3]=1.[Li]OC(C)=O.O.O.[Li+].[Cl-].I[C:34]1[CH:43]=[CH:42][CH:41]=[CH:40][C:35]=1[C:36]([O:38][CH3:39])=[O:37]>[N+](CCCC)(CCCC)(CCCC)CCCC.[Cl-].CN(C=O)C.CC([O-])=O.CC([O-])=O.[Pd+2]>[Cl:1][C:2]1[CH:11]=[C:10]2[C:5]([CH:6]=[CH:7][C:8]([CH:12]=[CH:13][C:14]3[CH:15]=[C:16]([C:20](=[O:23])[CH2:21][CH2:22][C:34]4[CH:43]=[CH:42][CH:41]=[CH:40][C:35]=4[C:36]([O:38][CH3:39])=[O:37])[CH:17]=[CH:18][CH:19]=3)=[N:9]2)=[CH:4][CH:3]=1 |f:1.2.3,4.5,7.8,10.11.12|. Procedure: A degassed suspension of the product of Step 1 (50.3 g, 156 mmol), n-Bu4NCl (86.0 g, 312 mmol), LiOAc.2H2O (41.2 g, 390 mmol), LiCl (6.84 g, 156 mmol), Pd(OAc)2 (1.00 g, 4.7 mmol), and methyl 2-iodobenzoate (41.00 g, 156 mmol) in DMF (300 mL) was stirred for 3 hours at 90° C. The dark red solution was then cooled to r.t. and poured into 2 L of ice cold H2O. The product was extracted with hot EtOAc, dried over Na2SO4, filtered and concentrated to dryness. It was dissolved in 600 ml of hot toluene...